This data is from the Open Reaction Database (ORD), a public repository of structured organic reaction records. The task is: describe an organic reaction: reactants, conditions, products, and yield Reactants: ClC1=C(C(NC2=NC=C(C=C12)F)=O)C#N (4-Chloro-6-fluoro-2-oxo-1,2-dihydro-[1,8]-naphthyridine-3-carbonitrile), N1(CCNCC1)C(=O)C=1SC=CC1 (piperazin-1-yl-thiophene-2-yl-methanone). The product is FC=1C=C2C(=C(C(NC2=NC1)=O)C#N)N1CCN(CC1)C(=O)C=1SC=CC1 (6-Fluoro-2-oxo-4-[4-(thiophene-2-carbonyl)-piperazine-1-yl]-1,2-dihydro-[1,8]-naphthyridine-3-carbonitrile). Isolated yield 79.0%. As a reaction SMILES: Cl[C:2]1[C:11]2[C:6](=[N:7][CH:8]=[C:9]([F:12])[CH:10]=2)[NH:5][C:4](=[O:13])[C:3]=1[C:14]#[N:15].[N:16]1([C:22]([C:24]2[S:25][CH:26]=[CH:27][CH:28]=2)=[O:23])[CH2:21][CH2:20][NH:19][CH2:18][CH2:17]1>>[F:12][C:9]1[CH:10]=[C:11]2[C:6](=[N:7][CH:8]=1)[NH:5][C:4](=[O:13])[C:3]([C:14]#[N:15])=[C:2]2[N:19]1[CH2:20][CH2:21][N:16]([C:22]([C:24]2[S:25][CH:26]=[CH:27][CH:28]=2)=[O:23])[CH2:17][CH2:18]1. Reported procedure: This compound was prepared from 4-chloro-6-fluoro-2-oxo-1,2-dihydro-[1,8]-naphthyridine-3-carbonitrile (96) and piperazin-1-yl-thiophene-2-yl-methanone according to general procedure E to yield 4.85 g (79%) of 6-fluoro-2-oxo-4-[4-(thiophene-2-carbonyl)-piperazine-1-yl]-1,2-dihydro-[1,8]-naphthyridine-3-carbonitrile (98) as yellow solids. MP 244° C.; 1H-NMR (DMSO-d6): δ 3.72 (m, 4H), 3.91 (m, 4H), 7.16 (dd, J=3.6, 4.8 Hz, 1H), 7.49 (d, J=3.6 Hz, 1H), 7.80 (d, J=5.2 Hz, 1H), 8.05 (dd, J=2.8, 7.2 H...